describe an organic reaction: reactants, conditions, products, and yield From a dataset of the Open Reaction Database (ORD), a public repository of structured organic reaction records. Starting materials: C(C)(C)(C)OC(=O)N1CCC(CC1)C1=CNC2=CC=C(C=C12)C#N (3-[1-(t-butoxycarbonyl)-4-piperidyl]-5-cyanoindole), Cl (hydrochloric acid), O1CCOCC1 (dioxane). Run in CO (methanol). Conditions: time 2 hour. The product is N1CCC(CC1)C1=CNC2=CC=C(C=C12)C#N (3-(4-piperidinyl)-5-cyanoindole). Isolated yield 91.0%. Reaction SMILES: C(OC([N:8]1[CH2:13][CH2:12][CH:11]([C:14]2[C:22]3[C:17](=[CH:18][CH:19]=[C:20]([C:23]#[N:24])[CH:21]=3)[NH:16][CH:15]=2)[CH2:10][CH2:9]1)=O)(C)(C)C.Cl.O1CCOCC1>CO>[NH:8]1[CH2:13][CH2:12][CH:11]([C:14]2[C:22]3[C:17](=[CH:18][CH:19]=[C:20]([C:23]#[N:24])[CH:21]=3)[NH:16][CH:15]=2)[CH2:10][CH2:9]1. Procedure: A stirred solution of 3-[1-(t-butoxycarbonyl)-4-piperidyl]-5-cyanoindole (8.4 g, 25.8 mmol) in methanol (260 mL) was treated with 4N hydrochloric acid in dioxane (64 mL, 256 mmol). After stirring at ambient temperature for 2 hours, the solution was concentrated. The residue was neutralized with 1N NaOH, extracted with ethyl acetate, dried, and concentrated to afford the product as a white solid (5.29 g, 91%). 1H-NMR δ(CDCl3) 8.59 (br s, 1 H), 8.00 (s, 1 H), 7.40 (s, 2 H), 7.09 (s, 1 H), 3.23 (br... Reactants: ClCCl (dichloromethane), N1=CC=C(C=C1)C=1C=2CNC(C2C=C2C1C=1OCOC1C=C2)=O (8,9-dihydro-10-(4-pyridyl)-7H-1,3-benzodioxolo[4,5-f]isoindol-7-one), C1=CC(=CC(=C1)Cl)C(=O)OO (MCPBA). Run in O (water). Reaction conditions: time 2 hour. The product is N1=CC=C(C=C1)C=1C=2C[NH+](C(C2C=C2C1C=1OCOC1C=C2)=O)[O-] (8,9-Dihydro-10-(4-pyridyl)-7H-1,3-benzodioxolo[4,5-f]isoindol-7-one N-oxide). The yield is 39.9%. As a reaction SMILES: ClCCl.[N:4]1[CH:9]=[CH:8][C:7]([C:10]2[C:11]3[CH2:12][NH:13][C:14](=[O:26])[C:15]=3[CH:16]=[C:17]3[CH:25]=[CH:24][C:23]4[O:22][CH2:21][O:20][C:19]=4[C:18]=23)=[CH:6][CH:5]=1.C1C=C(Cl)C=C(C(OO)=[O:35])C=1>O>[N:4]1[CH:9]=[CH:8][C:7]([C:10]2[C:11]3[CH2:12][NH+:13]([O-:35])[C:14](=[O:26])[C:15]=3[CH:16]=[C:17]3[CH:25]=[CH:24][C:23]4[O:22][CH2:21][O:20][C:19]=4[C:18]=23)=[CH:6][CH:5]=1. Procedure details: To a dichloromethane (100 ml) solution of 8,9-dihydro-10-(4-pyridyl)-7H-1,3-benzodioxolo[4,5-f]isoindol-7-one (200 mg) was added MCPBA (350 mg) and stirred for 2 hours at room temperature. To the reaction mixture was added water. The organic layer was taken and washed with sodium hydrogencarbonate solution and water. The mixture was dried with magnesium sulfate and concentrated to give the entitled compound (84 mg). The reactants are C(=O)(OC(C)(C)C)N=C(NC1=CC=2CC3=CC(=CC=C3C2C=C1)NC(=NC(=O)OC(C)(C)C)NC(=O)OC(C)(C)C)NC(=O)OC(C)(C)C (2,7-Bis(N′,N″-di-BOCguanidino)-9H-fluorene), Cl (HCl). Run in C(Cl)Cl (CH2Cl2), CCO (EtOH). Conditions: time 3 day. Yields the product Cl.Cl.N(C(=N)N)C1=CC=2CC3=CC(=CC=C3C2C=C1)NC(=N)N (2,7-Bis-guanidino-9H-fluorene Dihydrochloride). Reaction SMILES: C([N:8]=[C:9]([NH:42]C(OC(C)(C)C)=O)[NH:10][C:11]1[CH:23]=[CH:22][C:21]2[C:20]3[C:15](=[CH:16][C:17]([NH:24][C:25]([NH:34]C(OC(C)(C)C)=O)=[N:26]C(OC(C)(C)C)=O)=[CH:18][CH:19]=3)[CH2:14][C:13]=2[CH:12]=1)(OC(C)(C)C)=O.[ClH:50]>C(Cl)Cl.CCO>[ClH:50].[ClH:50].[NH:10]([C:11]1[CH:23]=[CH:22][C:21]2[C:20]3[C:15](=[CH:16][C:17]([NH:24][C:25]([NH2:34])=[NH:26])=[CH:18][CH:19]=3)[CH2:14][C:13]=2[CH:12]=1)[C:9]([NH2:42])=[NH:8] |f:4.5.6|. Procedure: The N′,N″-di-BOC-guanidine (4a) (0.25 g, 0.4 mmol) was dissolved in CH2Cl2 (10 mL), diluted with dry EtOH (15 mL) and the chilled solution was saturated with dry HCl. The reaction was then kept stirring at room temperature for 3 days (drying tube), when by the product started forming a precipitate over time. After evaporating the solvent to dryness, the residue was washed with ether multiple times and was dried under vacuum at 50-60° C. over night to give whitish yellow solid of the bis-guanidin...